Task: describe an organic reaction: reactants, conditions, products, and yield. Dataset: the Open Reaction Database (ORD), a public repository of structured organic reaction records Reactants: COC([C@H](CCNC(CN1C=CC=2C=NC=CC21)=O)NC(=O)OCC2=CC=CC=C2)=O (2-(S)-benzyloxycarbonylamino-4-(2-pyrrolo[3,2-c]pyridin-1-yl-acetylamino)-butyric acid methyl ester), B#B (diborane). Run in C1CCOC1 (THF). Conditions: time 4 hour. Yields the product C(C1=CC=CC=C1)OC(N[C@@H]1C(N(CC1)CCN1C=CC=2C=NC=CC21)=O)=O ([2-oxo-1-(2-pyrrolo[3,2-c]pyridin-1-yl-ethyl)-pyrrolidin-3-(S)-yl]-carbamic acid benzyl ester). Reaction SMILES: CO[C:3](=[O:31])[C@@H:4]([NH:20][C:21]([O:23][CH2:24][C:25]1[CH:30]=[CH:29][CH:28]=[CH:27][CH:26]=1)=[O:22])[CH2:5][CH2:6][NH:7][C:8](=O)[CH2:9][N:10]1[C:18]2[CH:17]=[CH:16][N:15]=[CH:14][C:13]=2[CH:12]=[CH:11]1.B#B>C1COCC1>[CH2:24]([O:23][C:21](=[O:22])[NH:20][C@H:4]1[CH2:5][CH2:6][N:7]([CH2:8][CH2:9][N:10]2[C:18]3[CH:17]=[CH:16][N:15]=[CH:14][C:13]=3[CH:12]=[CH:11]2)[C:3]1=[O:31])[C:25]1[CH:26]=[CH:27][CH:28]=[CH:29][CH:30]=1. Procedure details: To a solution of 2-(S)-benzyloxycarbonylamino-4-(2-pyrrolo[3,2-c]pyridin-1-yl-acetylamino)-butyric acid methyl ester (0.51 g, 1.20 mmol) in THF (5 mL) is added diborane (5 mL, 0.500 mmol, 1 M solution in THF). The resulting mixture is stirred at room temperature for 4 hours and then concentrated in vacuo. The residue is suspended in EtOAc (10 mL), treated with 10 drops of H2O, 5 drops of 1 N NaOH and further quenched with saturated NH4Cl solution. The mixture is concentrated in vacuo to about 1/...